Task: describe an organic reaction: reactants, conditions, products, and yield. Dataset: the Open Reaction Database (ORD), a public repository of structured organic reaction records Starting materials: CC=1OC(=NN1)C=1C=CC2=C(C(=CO2)C2=CC=C(C=C2)SC)C1 (2-methyl-5-[3-[4-(methylthio)phenyl]-1-benzofuran-5-yl]-1,3,4-oxadiazole), ClC1=CC(=CC=C1)C(=O)OO (m-chloroperbenzoic acid). Run in ClCCl (dichloromethane). Run at time 5 minute. Product: CC=1OC(=NN1)C=1C=CC2=C(C(=CO2)C2=CC=C(C=C2)S(=O)C)C1 (2-methyl-5-[3-[4-(methylsulfinyl)phenyl]-1-benzofuran-5-yl]-1,3,4-oxadiazole). Isolated yield 83.9%. RXN SMILES: [CH3:1][C:2]1[O:3][C:4]([C:7]2[CH:8]=[CH:9][C:10]3[O:14][CH:13]=[C:12]([C:15]4[CH:20]=[CH:19][C:18]([S:21][CH3:22])=[CH:17][CH:16]=4)[C:11]=3[CH:23]=2)=[N:5][N:6]=1.ClC1C=CC=C(C(OO)=[O:32])C=1>ClCCl>[CH3:1][C:2]1[O:3][C:4]([C:7]2[CH:8]=[CH:9][C:10]3[O:14][CH:13]=[C:12]([C:15]4[CH:16]=[CH:17][C:18]([S:21]([CH3:22])=[O:32])=[CH:19][CH:20]=4)[C:11]=3[CH:23]=2)=[N:5][N:6]=1. Procedure: To a solution of 2-methyl-5-[3-[4-(methylthio)phenyl]-1-benzofuran-5-yl]-1,3,4-oxadiazole (322 mg, 1.00 mmol) in dichloromethane (10 mL) was added m-chloroperbenzoic acid (70%, 259 mg, 1.05 mmol) at room temperature, and the resulting mixture was stirred for 5 min. The reaction mixture was concentrated under reduced pressure, and the residue was purified by basic silica gel column chromatography (ethyl acetate) and recrystallized from tetrahydrofuran to give the title compound (284 mg, yield 84%... The reactants are C(C)OC(=O)N1[C@@H](C[C@H](C1)O)CCOC1=C(C=C(C=C1)F)CCC1=CC(=C(C=C1)F)OC ((2R,4R)-1-ethoxycarbonyl-2-[2-{4-fluoro-2-[2-(4-fluoro-3-methoxyphenyl)ethyl]phenoxy}ethyl]-4-hydroxypyrrolidine), [H-].[Al+3].[Li+].[H-].[H-].[H-] (lithium aluminum hydride). The solvent is O1CCCC1 (tetrahydrofuran). Product: FC1=CC(=C(OCC[C@H]2N(C[C@@H](C2)O)C)C=C1)CCC1=CC(=C(C=C1)F)OC ((2R,4R)-2-[2-{4-Fluoro-2-[2-(4-fluoro-3-methoxyphenyl)ethyl]phenoxy}ethyl]-4-hydroxy-1-methylpyrrolidine). The yield is 84.4%. RXN SMILES: C(O[C:4]([N:6]1[CH2:10][C@H:9]([OH:11])[CH2:8][C@H:7]1[CH2:12][CH2:13][O:14][C:15]1[CH:20]=[CH:19][C:18]([F:21])=[CH:17][C:16]=1[CH2:22][CH2:23][C:24]1[CH:29]=[CH:28][C:27]([F:30])=[C:26]([O:31][CH3:32])[CH:25]=1)=O)C.[H-].[Al+3].[Li+].[H-].[H-].[H-]>O1CCCC1>[F:21][C:18]1[CH:19]=[CH:20][C:15]([O:14][CH2:13][CH2:12][C@@H:7]2[CH2:8][C@@H:9]([OH:11])[CH2:10][N:6]2[CH3:4])=[C:16]([CH2:22][CH2:23][C:24]2[CH:29]=[CH:28][C:27]([F:30])=[C:26]([O:31][CH3:32])[CH:25]=2)[CH:17]=1 |f:1.2.3.4.5.6|. Procedure details: 551 mg of (2R,4R)-1-ethoxycarbonyl-2-[2-{4-fluoro-2-[2-(4-fluoro-3-methoxyphenyl)ethyl]phenoxy}ethyl]-4-hydroxypyrrolidine [prepared as described in step (a) above], 20 ml of tetrahydrofuran and 140 mg of lithium aluminum hydride were allowed to react together and subsequently treated in the same manner as described in step (b) of Example 1. The concentrate thus obtained was purified by silica gel column chromatography, using a 3:2 by volume mixture of methylene chloride and methanol as the elue...